Task: describe an organic reaction: reactants, conditions, products, and yield. Dataset: the Open Reaction Database (ORD), a public repository of structured organic reaction records The yield is 91.8%. Yields the product FC1=C2C=C(NC2=CC=C1OC1=NC=NC2=CC(=C(C=C12)OC)OC[C@H]1NCCC1)C (4-[(4-fluoro-2-methyl-1H-indol-5-yl)oxy]-6-methoxy-7-[(2S)-pyrrolidin-2-ylmethoxy]quinazoline). Reactants: FC1=C2C=C(NC2=CC=C1OC1=NC=NC2=CC(=C(C=C12)OC)OC[C@H]1N(CCC1)C(=O)OC(C)(C)C)C (tert-butyl (2S)-2-[(4-[(4-fluoro-2-methyl-1H-indol-5-yl)oxy]-6-methoxyquinazolin-7-yloxy)methyl]pyrrolidine-1-carboxylate), Cl (hydrogen chloride). Solvent: CO (methanol), O1CCOCC1 (dioxane). Reaction SMILES: [F:1][C:2]1[C:10]([O:11][C:12]2[C:21]3[C:16](=[CH:17][C:18]([O:24][CH2:25][C@@H:26]4[CH2:30][CH2:29][CH2:28][N:27]4C(OC(C)(C)C)=O)=[C:19]([O:22][CH3:23])[CH:20]=3)[N:15]=[CH:14][N:13]=2)=[CH:9][CH:8]=[C:7]2[C:3]=1[CH:4]=[C:5]([CH3:38])[NH:6]2.Cl>O1CCOCC1.CO>[F:1][C:2]1[C:10]([O:11][C:12]2[C:21]3[C:16](=[CH:17][C:18]([O:24][CH2:25][C@@H:26]4[CH2:30][CH2:29][CH2:28][NH:27]4)=[C:19]([O:22][CH3:23])[CH:20]=3)[N:15]=[CH:14][N:13]=2)=[CH:9][CH:8]=[C:7]2[C:3]=1[CH:4]=[C:5]([CH3:38])[NH:6]2. Reported procedure: Using an analogous procedure to that described for the preparation of the starting material in Example 11, tert-butyl (2S)-2-[(4-[(4-fluoro-2-methyl-1H-indol-5-yl)oxy]-6-methoxyquinazolin-7-yloxy)methyl]pyrrolidine-1-carboxylate (170 mg, 0.33 mmol) was reacted with hydrogen chloride in dioxane. The solid was dissolved in methanol and absorbed onto an Isolute SCX column which was washed through with methanol and then the product was eluted with 7N ammonia in methanol to give 4-[(4-fluoro-2-methyl... Reactants: BrCCC(=O)OCC (ethyl 3-bromopropionate), Cl.NO (hydroxylamine hydrochloride), C[O-].[Na+] (sodium methylate), FC1=CC=C(C=C1)S (p-fluorothiophenol), C[O-].[Na+] (sodium methylate). Solvent: CO (methanol), CO (methanol), CO (methanol). Product: FC1=CC=C(C=C1)SCCC(=O)NO (3-(p-Fluorophenylthio)-propiohydroxamic acid). Reaction SMILES: [F:1][C:2]1[CH:7]=[CH:6][C:5]([SH:8])=[CH:4][CH:3]=1.C[O-].[Na+].Br[CH2:13][CH2:14][C:15]([O:17]CC)=O.Cl.[NH2:21][OH:22]>CO>[F:1][C:2]1[CH:7]=[CH:6][C:5]([S:8][CH2:13][CH2:14][C:15]([NH:21][OH:22])=[O:17])=[CH:4][CH:3]=1 |f:1.2,4.5|. Procedure details: 10 g (0.078 mol) of p-fluorothiophenol are added to a solution of 4.5 g (0.083 mol) of sodium methylate in 25 ml of methanol, and a solution of 14.5 g (0.08 mol) of ethyl 3-bromopropionate in 20 ml of methanol is then added dropwise. The mixture is heated for 2 hours to the reflux temperature, the alcohol is evaporated in vacuo, the residue is taken up in ether, the ether solution is washed with water and dried, and the ether is evaporated. The residue is treated, for 24 hours at 20° C, with a s... Reactants: BrCC=1N(C2=NC(=NC(=C2N1)N1CCOCC1)N1C(=NC2=C1C=CC=C2)C)C (4-(8-(Bromomethyl)-9-methyl-2-(2-methyl-1H-benzo[d]imidazol-1-yl)-9H-purin-6-yl)morpholine), [C@@H]12C(C[C@@H](CC1)C2)N ((1R,4S)-bicyclo[2.2.1]heptan-2-amine). The product is CN1C2=NC(=NC(=C2N=C1CNC1C2CC[C@@H](C1)C2)N2CCOCC2)N2C(=NC1=C2C=CC=C1)C ((4R)—N-((9-methyl-2-(2-methyl-1H-benzo[d]imidazol-1-yl)-6-morpholino-9H-purin-8-yl)methyl)bicyclo[2.2.1]heptan-2-amine). RXN SMILES: Br[CH2:2][C:3]1[N:4]([CH3:28])[C:5]2[C:10]([N:11]=1)=[C:9]([N:12]1[CH2:17][CH2:16][O:15][CH2:14][CH2:13]1)[N:8]=[C:7]([N:18]1[C:22]3[CH:23]=[CH:24][CH:25]=[CH:26][C:21]=3[N:20]=[C:19]1[CH3:27])[N:6]=2.[C@H:29]12[CH2:35][C@H:32]([CH2:33][CH2:34]1)[CH2:31][CH:30]2[NH2:36]>>[CH3:28][N:4]1[C:3]([CH2:2][NH:36][CH:30]2[CH2:31][C@H:32]3[CH2:35][CH:29]2[CH2:34][CH2:33]3)=[N:11][C:10]2[C:5]1=[N:6][C:7]([N:18]1[C:22]3[CH:23]=[CH:24][CH:25]=[CH:26][C:21]=3[N:20]=[C:19]1[CH3:27])=[N:8][C:9]=2[N:12]1[CH2:17][CH2:16][O:15][CH2:14][CH2:13]1. Procedure details: 4-(8-(Bromomethyl)-9-methyl-2-(2-methyl-1H-benzo[d]imidazol-1-yl)-9H-purin-6-yl)morpholine (50 mg) was reacted with (1R,4S)-bicyclo[2.2.1]heptan-2-amine via General Procedure E to give 16 mg of 272 following reverse phase purification. MS (Q1) 473.3 (M)+ Reactants: [Al+3], CCCCCCCCc1ccccc1, CC(=O)Cl, [Cl-], [Cl-], [Cl-], CC(Cl)Cl, O. The product is CCCCCCCCc1ccc(C(C)=O)cc1. As a reaction SMILES: [Al+3:2].[CH2:5]([CH2:6][CH2:7][CH2:8][CH2:9][CH2:10][CH2:11][CH3:12])[c:13]1[cH:14][cH:15][cH:16][cH:17][cH:18]1.[CH3:19][C:20]([Cl:21])=[O:22].[Cl-:1].[Cl-:3].[Cl-:4].[Cl:24][CH:25]([Cl:26])[CH3:27].[OH2:23]>>[CH2:5]([CH2:6][CH2:7][CH2:8][CH2:9][CH2:10][CH2:11][CH3:12])[c:13]1[cH:14][cH:15][c:16]([C:20]([CH3:19])=[O:22])[cH:17][cH:18]1. The product is Cl.ClC1=NC=NC2=CC(=C(C=C12)OC)[N+](=O)[O-] (4-chloro-6-methoxy-7-nitroquinazoline hydrochloride). Yield: 75.0%. Solvent: CN(C)C=O (DMF). Reported procedure: A suspension of 6-methoxy-7-nitro-3,4-dihydroquinazolin-4-one (8 g, 36 mmol) in thionyl chloride (150 ml) and DMF (0.8 ml) was heated at reflux for 3 hours. Excess thionyl chloride was removed by evaporation and the residue azeotroped with toluene. The resulting solid was triturated with ether, collected by filtration and dried under vacuum to give 4-chloro-6-methoxy-7-nitroquinazoline hydrochloride(7.5 g, 75%). The reactants are COC=1C=C2C(NC=NC2=CC1[N+](=O)[O-])=O (6-methoxy-7-nitro-3,4-dihydroquinazolin-4-one), S(=O)(Cl)Cl (thionyl chloride). RXN SMILES: [CH3:1][O:2][C:3]1[CH:4]=[C:5]2[C:10](=[CH:11][C:12]=1[N+:13]([O-:15])=[O:14])[N:9]=[CH:8][NH:7][C:6]2=O.S(Cl)([Cl:19])=O>CN(C=O)C>[ClH:19].[Cl:19][C:6]1[C:5]2[C:10](=[CH:11][C:12]([N+:13]([O-:15])=[O:14])=[C:3]([O:2][CH3:1])[CH:4]=2)[N:9]=[CH:8][N:7]=1 |f:3.4|. Starting materials: Cl.C(C1=CC=CC=C1)(=O)ONCCCCCCNOC(C1=CC=CC=C1)=O (1,6-dibenzoyloxy amino hexane hydrochloride), C(C1=CC=CC=C1)(=O)ONCCCCCCNOC(C1=CC=CC=C1)=O (1,6-dibenzoyloxy amino hexane), Cl.C(C1=CC=CC=C1)(=O)ONCCCCCCNOC(C1=CC=CC=C1)=O (1,6-dibenzoyloxy amino hexane hydrochloride), C(=O)(O)[O-].[Na+] (NaHCO3), Cl (HCl). The solvent is O (water), C(C)O (ethanol). Run at temperature 30 celsius, time 0.5 hour. Product: Cl.ONCCCCCCNO (1,6-dihydroxylamino hexane hydrochloride), 1,6-dihydroxylamine hexane. Reaction SMILES: C([O:9][NH:10][CH2:11][CH2:12][CH2:13][CH2:14][CH2:15][CH2:16][NH:17][O:18]C(=O)C1C=CC=CC=1)(=O)C1C=CC=CC=1.[ClH:27].C(ONCCCCCCNOC(=O)C1C=CC=CC=1)(=O)C1C=CC=CC=1.C([O-])(O)=O.[Na+].Cl>C(O)C.O>[ClH:27].[OH:9][NH:10][CH2:11][CH2:12][CH2:13][CH2:14][CH2:15][CH2:16][NH:17][OH:18] |f:1.2,3.4,8.9|. Reported procedure: The specific laboratory procedure for carrying out the above reaction scheme is as follows. Benzoyloxy peroxide (24.2 g, 0.1 mol) is dissolved in 300 ml of absolute benzene. Then, 1,6-diaminohexane (1) (11.6 g, 0.1 mol) dissolved to 100 ml of absolute ether is added to the benzoyloxy peroxide-benzene solution dropwise. The reaction mixture is kept while stirring at 40°-50° C. for two hours. 100 ml of absolute ether is added and the resultant precipitate is separated. Then, dry HCl gas is passed ... The reactants are CC1(C)OC(=O)CC(=O)O1, CN(C)c1ccncc1, ClCCl, [N-]=[N+]=NCCCCC(=O)Cl. The product is CC1(C)OC(=O)C(C(=O)CCCCN=[N+]=[N-])C(=O)O1. As a reaction SMILES: [CH3:1][C:2]1([CH3:10])[O:3][C:4](=[O:9])[CH2:5][C:6](=[O:8])[O:7]1.[CH3:21][N:22]([CH3:23])[c:24]1[cH:25][cH:26][n:27][cH:28][cH:29]1.[Cl:30][CH2:31][Cl:32].[N:11](=[N+:12]=[N-:13])[CH2:14][CH2:15][CH2:16][CH2:17][C:18](=[O:19])[Cl:20]>>[CH3:1][C:2]1([CH3:10])[O:3][C:4](=[O:9])[CH:5]([C:18]([CH2:17][CH2:16][CH2:15][CH2:14][N:11]=[N+:12]=[N-:13])=[O:19])[C:6](=[O:8])[O:7]1.